Dataset: the Open Reaction Database (ORD), a public repository of structured organic reaction records. Task: describe an organic reaction: reactants, conditions, products, and yield Starting materials: BrC=1C=NC=C(C1)CN1C(=NC=C1)C (3-bromo-5-(2-methyl-imidazol-1-yl-methyl)-pyridine), ClC=1C=C(C=CC1F)B(O)O (3-chloro-4-fluoro-phenyl boronic acid). The product is Cl.ClC=1C=C(C=CC1F)C=1C=NC=C(C1)CN1C(=NC=C1)C (3-(3-Chloro-4-fluoro-phenyl)-5-(2-methyl-imidazol-1-yl-methyl)-pyridine Hydrochloride), solid. Yield: 53.0%. RXN SMILES: Br[C:2]1[CH:3]=[N:4][CH:5]=[C:6]([CH2:8][N:9]2[CH:13]=[CH:12][N:11]=[C:10]2[CH3:14])[CH:7]=1.[Cl:15][C:16]1[CH:17]=[C:18](B(O)O)[CH:19]=[CH:20][C:21]=1[F:22]>>[ClH:15].[Cl:15][C:16]1[CH:17]=[C:18]([C:2]2[CH:3]=[N:4][CH:5]=[C:6]([CH2:8][N:9]3[CH:13]=[CH:12][N:11]=[C:10]3[CH3:14])[CH:7]=2)[CH:19]=[CH:20][C:21]=1[F:22] |f:2.3|. Procedure: The title compound, MS: m/e=301.1 (M+) was obtained as a yellow solid (53% yield) by the reaction of 3-bromo-5-(2-methyl-imidazol-1-yl-methyl)-pyridine with 3-chloro-4-fluoro-phenyl boronic acid. The reactants are O=C([O-])[O-], CCI, CN(C)C=O, O=C(O)c1cccnc1Cl, [K+], [K+], O. Product: CCOC(=O)c1cccnc1Cl. As a reaction SMILES: [C:11](=[O:12])([O-:13])[O-:14].[CH2:17]([CH3:18])[I:19].[CH3:21][N:22]([CH3:23])[CH:24]=[O:25].[Cl:1][c:2]1[c:3]([C:4](=[O:5])[OH:6])[cH:7][cH:8][cH:9][n:10]1.[K+:15].[K+:16].[OH2:20]>>[Cl:1][c:2]1[c:3]([C:4]([O:5][CH2:17][CH3:18])=[O:6])[cH:7][cH:8][cH:9][n:10]1.